This data is from the Open Reaction Database (ORD), a public repository of structured organic reaction records. The task is: describe an organic reaction: reactants, conditions, products, and yield Reactants: C(C(O)CC(=O)O)(=O)O (DL-malic acid), C(CCCCC)O (hexyl alcohol), C1(=CC=C(C=C1)S(=O)(=O)O)C (p-toluenesulfonic acid), C1(=CC=C(C=C1)S(=O)(=O)O)C (p-toluenesulfonic acid). Solvent: O1CCOCC1 (1,4-dioxane), alcohol, O1CCOCC1 (1,4-dioxane). Conditions: temperature 110 celsius. Product: C(CCCCC)OC(C(O)CC(=O)OCCCCCC)=O (Dihexyl-DL-malate). RXN SMILES: [C:1]1([CH3:11])[CH:6]=[CH:5][C:4](S(O)(=O)=O)=[CH:3]C=1.[C:12]([OH:20])(=[O:19])[CH:13]([CH2:15][C:16]([OH:18])=[O:17])[OH:14].[CH2:21](O)[CH2:22][CH2:23][CH2:24][CH2:25][CH3:26]>O1CCOCC1>[CH2:21]([O:19][C:12](=[O:20])[CH:13]([CH2:15][C:16]([O:18][CH2:3][CH2:4][CH2:5][CH2:6][CH2:1][CH3:11])=[O:17])[OH:14])[CH2:22][CH2:23][CH2:24][CH2:25][CH3:26]. Reported procedure: Dihexyl-DL-malate was prepared using a procedure similar to that in Example 4 with p-toluenesulfonic acid as the catalyst. Unlike Examples 3-7, the reaction was not performed in neat alcohol. In this case, 1,4-dioxane was added to dissolve the starting acid. To the reaction flask, DL-malic acid (80.91 g), hexyl alcohol (307 mL), 1,4-dioxane (200 mL) and p-toluenesulfonic acid (12.3 g) were added. The mixture was placed under nitrogen and heated to reflux. At 103° C., one phase started to collect... The reactants are C(CCC)[Sn](CCCC)(CCCC)Cl (tributyltin chloride), C(C)(C)(C)OC(NC1=CC=NC=C1)=O (Pyridin-4-yl-carbamic acid tert-butyl ester), C(C)(C)(C)[Li] (tert-butyllithium), hexanes, [Cl-].[NH4+] (ammonium chloride). Run in C1CCOC1 (THF). Reaction conditions: temperature -78 celsius, time 3 hour. Product: C(C)(C)(C)OC(NC1=C(C=NC=C1)[Sn](CCCC)(CCCC)CCCC)=O ((3-tributylstannyl-pyridin-4-yl)-carbamic acid tert-butyl ester). Isolated yield 49.0%. As a reaction SMILES: [C:1]([O:5][C:6](=[O:14])[NH:7][C:8]1[CH:13]=[CH:12][N:11]=[CH:10][CH:9]=1)([CH3:4])([CH3:3])[CH3:2].C([Li])(C)(C)C.[CH2:20]([Sn:24](Cl)([CH2:29][CH2:30][CH2:31][CH3:32])[CH2:25][CH2:26][CH2:27][CH3:28])[CH2:21][CH2:22][CH3:23].[Cl-].[NH4+]>C1COCC1>[C:1]([O:5][C:6](=[O:14])[NH:7][C:8]1[CH:13]=[CH:12][N:11]=[CH:10][C:9]=1[Sn:24]([CH2:25][CH2:26][CH2:27][CH3:28])([CH2:29][CH2:30][CH2:31][CH3:32])[CH2:20][CH2:21][CH2:22][CH3:23])([CH3:4])([CH3:2])[CH3:3] |f:3.4|. Procedure details: Pyridin-4-yl-carbamic acid tert-butyl ester (1.74 g, 8.95 mmol) (prepared as described in Venuti et al, J. Med. Chem. 1988, 31(11), 2136–45) dissolved in THF (150 mL) was cooled to −78° C. and a solution of 1.7M tert-butyllithium in hexanes (11.6 mL, 19.70 mmol) was added dropwise. After the addition, the stirring was continued for 1 h to −78° C. and the solution was then allowed to warm to −20° C. and stirred for an additional 3 h. The reaction was cooled again to −78° C. and tributyltin chlori... Reactants: BrC1=CC=C(CC(C(CCO)(C)C)CC2=CC=C(C=C2)Br)C=C1 (4-(4-bromobenzyl)-5-(4-bromophenyl)-3,3-dimethylpentan-1-ol), N1C=NC=C1 (1,3-diaza-2,4-cyclopentadiene), CN(C=O)C (N,N-dimethylformamide), C(C)(C)[Si](C(C)C)(C(C)C)Cl (triisopropylsilyl chloride). The yield is 82.9%. Product: BrC1=CC=C(CC(C(CCO[Si](C(C)C)(C(C)C)C(C)C)(C)C)CC2=CC=C(C=C2)Br)C=C1 (((4-(4-bromobenzyl)-5-(4-bromophenyl)-3,3-dimethylpentyl)oxy)triisopropylsilane). RXN SMILES: [Br:1][C:2]1[CH:23]=[CH:22][C:5]([CH2:6][CH:7]([CH2:14][C:15]2[CH:20]=[CH:19][C:18]([Br:21])=[CH:17][CH:16]=2)[C:8]([CH3:13])([CH3:12])[CH2:9][CH2:10][OH:11])=[CH:4][CH:3]=1.N1C=CN=C1.CN(C)C=O.[CH:34]([Si:37](Cl)([CH:41]([CH3:43])[CH3:42])[CH:38]([CH3:40])[CH3:39])([CH3:36])[CH3:35]>O>[Br:1][C:2]1[CH:3]=[CH:4][C:5]([CH2:6][CH:7]([CH2:14][C:15]2[CH:16]=[CH:17][C:18]([Br:21])=[CH:19][CH:20]=2)[C:8]([CH3:13])([CH3:12])[CH2:9][CH2:10][O:11][Si:37]([CH:41]([CH3:43])[CH3:42])([CH:38]([CH3:40])[CH3:39])[CH:34]([CH3:36])[CH3:35])=[CH:22][CH:23]=1. Procedure details: A mixture of 4-(4-bromobenzyl)-5-(4-bromophenyl)-3,3-dimethylpentan-1-ol (0.974 g, 2.34 mmol) and 1,3-diaza-2,4-cyclopentadiene (0.351 g, 5.15 mmol) in a reaction container was deaerated, and the air inside the reaction container was replaced with argon. N,N-dimethylformamide (12 mL) and triisopropylsilyl chloride (0.68 g, 3.51 mmol) were then added to the mixed liquid. The thus obtained mixed liquid was stirred overnight at room temperature, and a sufficient amount of water was added to halt th... Conditions: time 8 hour. The solvent is O (water). Starting materials: COC([C@@H](N)CSC)=O ((-)-S-methyl-L-cysteine methyl ester), ClC1=NC=CC=C1[N+](=O)[O-] (2-chloro-3-nitropyridine). Solvent: C(C)N(CC)CC (triethylamine). The product is COC([C@@H](NC1=NC=CC=C1[N+](=O)[O-])CSC)=O (N-(3-nitro-2-pyridyl)-(-)-S-methyl-L-cysteine methyl ester). Isolated yield 54.1%. As a reaction SMILES: [CH3:1][O:2][C:3](=[O:9])[C@H:4]([CH2:6][S:7][CH3:8])[NH2:5].Cl[C:11]1[C:16]([N+:17]([O-:19])=[O:18])=[CH:15][CH:14]=[CH:13][N:12]=1>C(N(CC)CC)C>[CH3:1][O:2][C:3](=[O:9])[C@H:4]([CH2:6][S:7][CH3:8])[NH:5][C:11]1[C:16]([N+:17]([O-:19])=[O:18])=[CH:15][CH:14]=[CH:13][N:12]=1. Procedure details: In analogy to Example 2, but using only one mole equivalent of triethylamine, 5 g (27 mmol) of (-)-S-methyl-L-cysteine methyl ester were reacted with 3.51 g (22.5 mmol) of 2-chloro-3-nitropyridine (reaction conditions: 5 hours at 80° C.). Working up was followed by chromatography on silica gel (n-heptane/acetone/methyl t-butyl ether=5:1:1). 3.3 g (45%) of N-(3-nitro-2-pyridyl)-(-)-S-methyl-L-cysteine methyl ester, of melting point 95°-97° C., were obtained.